Dataset: the Open Reaction Database (ORD), a public repository of structured organic reaction records. Task: describe an organic reaction: reactants, conditions, products, and yield Starting materials: CCOC(=O)C1=Cc2cc(Cl)c(C(C)(C)C)cc2OC1C(F)(F)F, O=C([O-])[O-], CC1=CBOC(C)=C1C, COCCOCCOC, [Cs+], [Cs+], O. Yields the product CCOC(=O)C1=Cc2cc(C)c(C(C)(C)C)cc2OC1C(F)(F)F. RXN SMILES: [C:1]([CH3:2])([CH3:3])([CH3:4])[c:5]1[c:6]([Cl:24])[cH:7][c:8]2[c:13]([cH:14]1)[O:12][CH:11]([C:15]([F:16])([F:17])[F:18])[C:10]([C:19](=[O:20])[O:21][CH2:22][CH3:23])=[CH:9]2.[C:25](=[O:26])([O-:27])[O-:28].[CH3:31][C:32]1=[CH:39][BH:38][O:37][C:35]([CH3:36])=[C:33]1[CH3:34].[CH3:41][O:42][CH2:43][CH2:44][O:45][CH2:46][CH2:47][O:48][CH3:49].[Cs+:29].[Cs+:30].[OH2:40]>>[C:1]([CH3:2])([CH3:3])([CH3:4])[c:5]1[c:6]([CH3:25])[cH:7][c:8]2[c:13]([cH:14]1)[O:12][CH:11]([C:15]([F:16])([F:17])[F:18])[C:10]([C:19](=[O:20])[O:21][CH2:22][CH3:23])=[CH:9]2. The product is NC1(CCC1)C1=CC=C(C=C1)C1=C(C=C2C(=N1)CCCCC2=O)C2=CC=CC=C2 (2-(4-(1-aminocyclobutyl)phenyl)-3-phenyl-6,7,8,9-tetrahydro-5H-cyclohepta[b]pyridin-5-one). Procedure details: Following the procedure for 2-(4-(1-aminocyclobutyl)phenyl)-3-phenyl-7,8-dihydroquinolin-5(6H)-one, tert-butyl(1-(4-(5-oxo-3-phenyl-6,7,8,9-tetrahydro-5H-cyclohepta[b]pyridin-2-yl)phenyl)cyclobutyl)carbamate (14 mg, 0.03 mmol) was reacted to afford the title compound as a white solid (14 mg, 100%). LCMS (Method A): RT=4.26 min, M-NH2=366. 1H NMR (500 MHz, MeOD): 8.06 (1H, s), 7.50 (2H, d), 7.42 (2H, d), 7.29-7.28 (3H, m), 7.20-7.18 (2H, m), 3.30 (2H, t), 2.89 (2H, t), 2.78-2.72 (2H, m), 2.59-2.5... RXN SMILES: NC1(C2C=CC(C3C(C4C=CC=CC=4)=CC4C(=O)CCCC=4N=3)=CC=2)CCC1.C(OC(=O)[NH:35][C:36]1([C:40]2[CH:45]=[CH:44][C:43]([C:46]3[N:51]=[C:50]4[CH2:52][CH2:53][CH2:54][CH2:55][C:56](=[O:57])[C:49]4=[CH:48][C:47]=3[C:58]3[CH:63]=[CH:62][CH:61]=[CH:60][CH:59]=3)=[CH:42][CH:41]=2)[CH2:39][CH2:38][CH2:37]1)(C)(C)C>>[NH2:35][C:36]1([C:40]2[CH:41]=[CH:42][C:43]([C:46]3[N:51]=[C:50]4[CH2:52][CH2:53][CH2:54][CH2:55][C:56](=[O:57])[C:49]4=[CH:48][C:47]=3[C:58]3[CH:59]=[CH:60][CH:61]=[CH:62][CH:63]=3)=[CH:44][CH:45]=2)[CH2:39][CH2:38][CH2:37]1. The yield is 122.0%. The reactants are NC1(CCC1)C1=CC=C(C=C1)C1=NC=2CCCC(C2C=C1C1=CC=CC=C1)=O (2-(4-(1-aminocyclobutyl)phenyl)-3-phenyl-7,8-dihydroquinolin-5(6H)-one), C(C)(C)(C)OC(NC1(CCC1)C1=CC=C(C=C1)C1=C(C=C2C(=N1)CCCCC2=O)C2=CC=CC=C2)=O (tert-butyl(1-(4-(5-oxo-3-phenyl-6,7,8,9-tetrahydro-5H-cyclohepta[b]pyridin-2-yl)phenyl)cyclobutyl)carbamate). Reactants: CC(=O)O, CC(C)Nc1nc(C2(C(=O)O)CCCC2)cn2c(=O)[nH]nc12, O. The product is CC(C)Nc1nc(C2CCCC2)cn2c(=O)[nH]nc12. As a reaction SMILES: [C:23]([OH:24])(=[O:25])[CH3:26].[CH:1]([CH3:2])([CH3:3])[NH:4][c:5]1[c:6]2[n:7]([cH:8][c:9]([C:11]3([C:16]([OH:17])=[O:18])[CH2:12][CH2:13][CH2:14][CH2:15]3)[n:10]1)[c:19](=[O:22])[nH:20][n:21]2.[OH2:27]>>[CH:1]([CH3:2])([CH3:3])[NH:4][c:5]1[c:6]2[n:7]([cH:8][c:9]([CH:11]3[CH2:12][CH2:13][CH2:14][CH2:15]3)[n:10]1)[c:19](=[O:22])[nH:20][n:21]2. Starting materials: [N+](=O)([O-])C=1C=C(C=CC1)C(CC)=O (1-(3-nitrophenyl)propan-1-one), BrBr (bromine). Run in C(C)(=O)O (acetic acid). Reaction conditions: time 24 hour. Yields the product BrC(C(=O)C1=CC(=CC=C1)[N+](=O)[O-])C (2-Bromo-1-(3-nitrophenyl)propan-1-one). RXN SMILES: [N+:1]([C:4]1[CH:5]=[C:6]([C:10](=[O:13])[CH2:11][CH3:12])[CH:7]=[CH:8][CH:9]=1)([O-:3])=[O:2].[Br:14]Br>C(O)(=O)C>[Br:14][CH:11]([CH3:12])[C:10]([C:6]1[CH:7]=[CH:8][CH:9]=[C:4]([N+:1]([O-:3])=[O:2])[CH:5]=1)=[O:13]. Reported procedure: To a stirred solution of 1-(3-nitrophenyl)propan-1-one (1.41 g, 7.90 mmol) in acetic acid (20 mL) was added bromine dropwise (1.27 g, 7.93 mmol) and the mixture was stirred at room temperature for 24 h. The mixture was poured into ice-cold water and the organic layer was extracted with DCM. The organic extract was washed with sat. aq. NaHCO3 and brine, dried over anhydrous MgSO4, and filtered. Evaporation of the solvent under reduced pressure afforded 11z as a white solid which was used in the n... The reactants are CO, CO[Si](CCCCl)(OC)OC, S. Product: CO[Si](CCCS)(OC)OC. RXN SMILES: [CH3:13][OH:14].[Cl:2][CH2:3][CH2:4][CH2:5][Si:6]([O:7][CH3:8])([O:9][CH3:10])[O:11][CH3:12].[SH2:1]>>[SH:1][CH2:3][CH2:4][CH2:5][Si:6]([O:7][CH3:8])([O:9][CH3:10])[O:11][CH3:12]. The reactants are O (water), Cl (HCl), CC1=C(C=CC(=C1)NC(=O)C)C1=CC=CC=C1 (2-methyl-4-acetaminobiphenyl). Run in C(C)(=O)O (acetic acid). Product: Cl.CC1=C(C=CC(=C1)N)C1=CC=CC=C1 (2-methyl-4-aminobiphenyl hydrochloride). As a reaction SMILES: O.[ClH:2].[CH3:3][C:4]1[CH:9]=[C:8]([NH:10]C(C)=O)[CH:7]=[CH:6][C:5]=1[C:14]1[CH:19]=[CH:18][CH:17]=[CH:16][CH:15]=1>C(O)(=O)C>[ClH:2].[CH3:3][C:4]1[CH:9]=[C:8]([NH2:10])[CH:7]=[CH:6][C:5]=1[C:14]1[CH:15]=[CH:16][CH:17]=[CH:18][CH:19]=1 |f:4.5|. Reported procedure: 300 g of water and 296 g of HCl (37%) are added to the 2-methyl-4-acetaminobiphenyl prepared as described in Example 1. Any chlorobenzene still present is distilled off azeotropically, and the mixture is subsequently refluxed until HPLC monitoring indicates complete conversion (about 4 hours). The suspension obtained can be reacted further without further purification and without removal of the acetic acid formed as coproduct in the cleavage. The yield is (calculated from HPLC percentages by are... Product: FC1=C(C=C(C=C1)F)NC1=NC=NC(=C1C#N)N1CCC(CC1)C1=NC(=NO1)C(C)C (4-(2,5-Difluoro-phenylamino)-6-[4-(3-isopropyl-[1,2,4]oxadiazol-5-yl)-piperidin-1-yl]-pyrimidine-5-carbonitrile). The solvent is CCOC(=O)C (EtOAc), O (H2O), CN(C)C=O (DMF). Reported procedure: To a solution of 4,6-Dichloro-pyrimidine-5-carbonitrile (254 mg, 1.47 mmol) and 2,5-difluoroaniline (190 mg, 1.47 mmol) in DMF (3 mL) at 0° C. was added K2CO3 (203 mg, 1.47 mmol) The completion of the reaction was monitored by TLC (EtOAc:Hex=1:1, Rf=0.90). After the reaction was complete, 4-(3-isopropyl-[1,2,4]oxadiazol-5-yl)-piperidine (340 mg, 1.47 mmol) and K2CO3 (406 mg, 2.94 mmol) were added at 0° C. The reaction was warmed to rt and stirred for 30 min. The reaction was heated to 40° C. and... Reaction SMILES: Cl[C:2]1[C:7]([C:8]#[N:9])=[C:6](Cl)[N:5]=[CH:4][N:3]=1.[F:11][C:12]1[CH:18]=[CH:17][C:16]([F:19])=[CH:15][C:13]=1[NH2:14].C([O-])([O-])=O.[K+].[K+].[CH:26]([C:29]1[N:33]=[C:32]([CH:34]2[CH2:39][CH2:38][NH:37][CH2:36][CH2:35]2)[O:31][N:30]=1)([CH3:28])[CH3:27]>CN(C=O)C.O.CCOC(C)=O>[F:11][C:12]1[CH:18]=[CH:17][C:16]([F:19])=[CH:15][C:13]=1[NH:14][C:2]1[C:7]([C:8]#[N:9])=[C:6]([N:37]2[CH2:36][CH2:35][CH:34]([C:32]3[O:31][N:30]=[C:29]([CH:26]([CH3:28])[CH3:27])[N:33]=3)[CH2:39][CH2:38]2)[N:5]=[CH:4][N:3]=1 |f:2.3.4|. Reaction conditions: time 30 minute. The reactants are C(C)(C)C1=NOC(=N1)C1CCNCC1 (4-(3-isopropyl-[1,2,4]oxadiazol-5-yl)-piperidine), C(=O)([O-])[O-].[K+].[K+] (K2CO3), ClC1=NC=NC(=C1C#N)Cl (4,6-Dichloro-pyrimidine-5-carbonitrile), FC1=C(N)C=C(C=C1)F (2,5-difluoroaniline), C(=O)([O-])[O-].[K+].[K+] (K2CO3).